Dataset: the Open Reaction Database (ORD), a public repository of structured organic reaction records. Task: describe an organic reaction: reactants, conditions, products, and yield Reactants: OC1=C(C=C(C=C1)C)N1N=C2C(=N1)C=CC(=C2)OCC (2-(2′-hydroxy-5′-methyphenyl)-5-ethoxybenzotriazole), BrBr (bromine), N(=NC(C#N)(C)C)C(C#N)(C)C (azobis isobutyronitrile), OC1=C(C=C(C=C1)C)N1N=C2C(=N1)C=CC(=C2)OCC (2-(2′-hydroxy-5′-methyphenyl)-5-ethoxybenzotriazole), N(=NC(C#N)(C)C)C(C#N)(C)C (AIBN), OC1=C(C=C(C=C1)C)N1N=C2C(=N1)C=CC(=C2)OCC (2-(2′-hydroxy-5′-methyphenyl)-5-ethoxybenzotriazole). The solvent is C(Cl)(Cl)(Cl)Cl (carbon tetrachloride), C(Cl)(Cl)(Cl)Cl (carbon tetrachloride). The product is OC1=C(C=C(C=C1)CBr)N1N=C2C(=N1)C=CC(=C2)OCC (2-(2′-hydroxy-5′-bromomethyphenyl)-5-ethoxybenzotriazole). RXN SMILES: [OH:1][C:2]1[CH:7]=[CH:6][C:5]([CH3:8])=[CH:4][C:3]=1[N:9]1[N:13]=[C:12]2[CH:14]=[CH:15][C:16]([O:18][CH2:19][CH3:20])=[CH:17][C:11]2=[N:10]1.N(C(C)(C)C#N)=NC(C)(C)C#N.[Br:33]Br>C(Cl)(Cl)(Cl)Cl>[OH:1][C:2]1[CH:7]=[CH:6][C:5]([CH2:8][Br:33])=[CH:4][C:3]=1[N:9]1[N:13]=[C:12]2[CH:14]=[CH:15][C:16]([O:18][CH2:19][CH3:20])=[CH:17][C:11]2=[N:10]1. Reported procedure: 2-(2′-hydroxy-5′-bromomethyphenyl)-5-ethoxybenzotriazole was prepared from the bromination of 2-(2′-hydroxy-5′-methyphenyl)-5-ethoxybenzotriazole using azobis isobutyronitrile (AIBN) as an initiator. In a 500 ml three-necked round bottomed flask, 6.275 g (0.0223 mol) 2-(2′-hydroxy-5′-methyphenyl)-5-ethoxybenzotriazole and 100 mg of AIBN were taken and dissolved in 150 ml of dry carbon tetrachloride. In a separate conical flask 4.18 g (1.5 ml, 0.03 mol) of bromine was dissolved in 75 ml of dry ca... Starting materials: [H-].[Na+] (sodiumhydride), C(C)(C)C1=NC=CC(=C1)C=O (2-isopropyl-4-pyridinecarboxaldehyde), CO (methanol), [Cl-].C(#N)C[P+](C1=CC=CC=C1)(C1=CC=CC=C1)C1=CC=CC=C1 ((cyanomethyl)triphenylphosphonium chloride). Solvent: O1CCCC1 (tetrahydrofurane), CN(C=O)C (dimethylformamide), O1CCCC1 (tetrahydrofuran). Conditions: time 1 hour. Yields the product C(C)(C)C1=NC=CC(=C1)C=CC#N (3-(2-isopropyl-pyridin-4-yl)-acrylonitrile). Isolated yield 11.5%. RXN SMILES: [H-].[Na+].[Cl-].[C:4]([CH2:6][P+](C1C=CC=CC=1)(C1C=CC=CC=1)C1C=CC=CC=1)#[N:5].[CH:26]([C:29]1[CH:34]=[C:33]([CH:35]=O)[CH:32]=[CH:31][N:30]=1)([CH3:28])[CH3:27].CO>O1CCCC1.CN(C)C=O>[CH:26]([C:29]1[CH:34]=[C:33]([CH:35]=[CH:6][C:4]#[N:5])[CH:32]=[CH:31][N:30]=1)([CH3:28])[CH3:27] |f:0.1,2.3|. Procedure: To a suspension of 6.55 g (0.15 mol) sodiumhydride in 220 ml tetrahydrofurane and 220 ml dimethylformamide were added 50.7 g (0.15 mol) (cyanomethyl)triphenylphosphonium chloride. After sirring for 1 hour at room temperature a solution of 22.4 g (0.15 mol) 2-isopropyl-4-pyridinecarboxaldehyde in 50 ml tetrahydrofuran were added and stirring was continued for 15 hours. Then 10 ml methanol were added, the solvents were evaporated and the residue chromatographed on aluminiumoxide with dichlorometha... As a reaction SMILES: [O:1]=[C:2]1[CH:11]=[CH:10][C:9]2[C:4](=[CH:5][C:6]([C:12]#[N:13])=[CH:7][CH:8]=2)[N:3]1[CH2:14][CH:15]=C.I([O-])(=O)(=O)=[O:18].[Na+]>O1CCOCC1.O.O=[Os](=O)(=O)=O>[O:1]=[C:2]1[CH:11]=[CH:10][C:9]2[C:4](=[CH:5][C:6]([C:12]#[N:13])=[CH:7][CH:8]=2)[N:3]1[CH2:14][CH:15]=[O:18] |f:1.2|. Isolated yield 107.2%. Solvent: O1CCOCC1 (1,4-dioxane), O (water). Product: O=C1N(C2=CC(=CC=C2C=C1)C#N)CC=O (2-Oxo-1-(2-oxoethyl)-1,2-dihydro-7-quinolinecarbonitrile). The reagents and catalysts are O=[Os](=O)(=O)=O (OsO4). Reported procedure: A solution of 2-oxo-1-(2-propen-1-yl)-1,2-dihydro-7-quinolinecarbonitrile (600 mg, 2.9 mmol) in 1,4-dioxane (30 ml) and water (20 ml) was cooled to 0° C. and treated with OsO4 (4% in water, 3 ml) and sodium periodate (1.4 g, 6.67 mmol). The reaction was warmed to rt; 0.6 g and then 3.7 g more of sodium periodate were added. After 4 h in total, the solvent was evaporated and residue partitioned between water and 20% methanol-DCM. The phases were separated and the organic phase was dried and evapo... Run at time 4 hour. Reactants: O=C1N(C2=CC(=CC=C2C=C1)C#N)CC=C (2-oxo-1-(2-propen-1-yl)-1,2-dihydro-7-quinolinecarbonitrile), I(=O)(=O)(=O)[O-].[Na+] (sodium periodate), I(=O)(=O)(=O)[O-].[Na+] (sodium periodate). Reactants: C(C)(C)(C)OC(=O)N1C[C@@H]([C@H](CC1)C1=CC(=CC=C1)Br)OCC1=CC2=CC=CC=C2C=C1 ((3R*,4R*)-4-(3-bromo-phenyl)-3-(naphthalen-2-ylmethoxy)-piperidine-1-carboxylic acid t-butyl ester), C(C)OC(=O)C1=CC=C(C=C1)B(O)O (4-ethoxycarbonylphenyl boronic acid), C(OC)COC (dimethoxyethane), C(=O)([O-])[O-].[Na+].[Na+] (Na2CO3). The reagents and catalysts are [Pd].C1(=CC=CC=C1)P(C1=CC=CC=C1)C1=CC=CC=C1.C1(=CC=CC=C1)P(C1=CC=CC=C1)C1=CC=CC=C1.C1(=CC=CC=C1)P(C1=CC=CC=C1)C1=CC=CC=C1.C1(=CC=CC=C1)P(C1=CC=CC=C1)C1=CC=CC=C1 (tetrakis-(triphenylphosphin)-palladium). The solvent is O (H2O). Yields the product C(C)(C)(C)OC(=O)N1C[C@@H]([C@H](CC1)C=1C=C(C=CC1)C1=CC=C(C=C1)C(=O)OCC)OCC1=CC2=CC=CC=C2C=C1 ((3R*,4R*)-4-(4′-ethoxycarbonyl-biphenyl-3-yl)-3-(naphthalen-2-ylmethoxy)-piperidine-1-carboxylic acid t-butyl ester). Reaction SMILES: [C:1]([O:5][C:6]([N:8]1[CH2:13][CH2:12][C@H:11]([C:14]2[CH:19]=[CH:18][CH:17]=[C:16](Br)[CH:15]=2)[C@@H:10]([O:21][CH2:22][C:23]2[CH:32]=[CH:31][C:30]3[C:25](=[CH:26][CH:27]=[CH:28][CH:29]=3)[CH:24]=2)[CH2:9]1)=[O:7])([CH3:4])([CH3:3])[CH3:2].[CH2:33]([O:35][C:36]([C:38]1[CH:43]=[CH:42][C:41](B(O)O)=[CH:40][CH:39]=1)=[O:37])[CH3:34].C(COC)OC.C([O-])([O-])=O.[Na+].[Na+]>[Pd].C1(P(C2C=CC=CC=2)C2C=CC=CC=2)C=CC=CC=1.C1(P(C2C=CC=CC=2)C2C=CC=CC=2)C=CC=CC=1.C1(P(C2C=CC=CC=2)C2C=CC=CC=2)C=CC=CC=1.C1(P(C2C=CC=CC=2)C2C=CC=CC=2)C=CC=CC=1.O>[C:1]([O:5][C:6]([N:8]1[CH2:13][CH2:12][C@H:11]([C:14]2[CH:15]=[C:16]([C:41]3[CH:42]=[CH:43][C:38]([C:36]([O:35][CH2:33][CH3:34])=[O:37])=[CH:39][CH:40]=3)[CH:17]=[CH:18][CH:19]=2)[C@@H:10]([O:21][CH2:22][C:23]2[CH:32]=[CH:31][C:30]3[C:25](=[CH:26][CH:27]=[CH:28][CH:29]=3)[CH:24]=2)[CH2:9]1)=[O:7])([CH3:4])([CH3:3])[CH3:2] |f:3.4.5,6.7.8.9.10|. Reported procedure: A stirred mixture of (3R*,4R*)-4-(3-bromo-phenyl)-3-(naphthalen-2-ylmethoxy)-piperidine-1-carboxylic acid t-butyl ester (173.8 mg, 0.35 mmol), 4-ethoxycarbonylphenyl boronic acid (135.8 mg, 0.70 mmol), dimethoxyethane (4.5 mL), H2O (1.5 mL), tetrakis-(triphenylphosphin)-palladium (46.2 mg, 0.04 mmol) and Na2CO3 (111.3 mg, 1.05 mmol) is heated at reflux under argon for 14 h. The mixture is cooled to RT, dimethoxyethane is removed in vacuo and the residue is diluted with aqueous 2N Na2CO3 solution... Starting materials: [OH-].[Na+] (NaOH), ClC=1C=C(C=CC1OC(C)C)C=1SC(=CN1)C=1C(=C(C=CC1)CN1CCC(CC1)C(=O)OCC)CC (ethyl 1-{[3-(2-{3-chloro-4-[(1-methylethyl)oxy]phenyl}-1,3-thiazol-5-yl)-2-ethylphenyl]methyl}-4-piperidinecarboxylate). Solvent: O (water), C(C)(C)O (isopropanol), O (water). Run at time 8 hour. The product is ClC=1C=C(C=CC1OC(C)C)C=1SC(=CN1)C=1C(=C(C=CC1)CN1CCC(CC1)C(=O)O)CC (1-{[3-(2-{3-chloro-4-[(1-methylethyl)oxy]phenyl}-1,3-thiazol-5-yl)-2-ethylphenyl]methyl}-4-piperidinecarboxylic acid). Isolated yield 48.2%. As a reaction SMILES: [Cl:1][C:2]1[CH:3]=[C:4]([C:12]2[S:13][C:14]([C:17]3[C:18]([CH2:35][CH3:36])=[C:19]([CH2:23][N:24]4[CH2:29][CH2:28][CH:27]([C:30]([O:32]CC)=[O:31])[CH2:26][CH2:25]4)[CH:20]=[CH:21][CH:22]=3)=[CH:15][N:16]=2)[CH:5]=[CH:6][C:7]=1[O:8][CH:9]([CH3:11])[CH3:10].[OH-].[Na+]>C(O)(C)C.O>[Cl:1][C:2]1[CH:3]=[C:4]([C:12]2[S:13][C:14]([C:17]3[C:18]([CH2:35][CH3:36])=[C:19]([CH2:23][N:24]4[CH2:25][CH2:26][CH:27]([C:30]([OH:32])=[O:31])[CH2:28][CH2:29]4)[CH:20]=[CH:21][CH:22]=3)=[CH:15][N:16]=2)[CH:5]=[CH:6][C:7]=1[O:8][CH:9]([CH3:11])[CH3:10] |f:1.2|. Reported procedure: To a solution of ethyl 1-{[3-(2-{3-chloro-4-[(1-methylethyl)oxy]phenyl}-1,3-thiazol-5-yl)-2-ethylphenyl]methyl}-4-piperidinecarboxylate (D85) (160 mg) in isopropanol (40 mL) and water (10 mL) stirred under nitrogen at room temperature was added a solution of NaOH (24.3 mg) in water in one charge. The reaction mixture was stirred at room temperature overnight. Isopropanol was removed in vacuo. The residue was dissolved in water and acidified with 1N HCl to pH=5. The solvent was removed in vacuo, ... Starting materials: C(C)(=O)Cl (Acetyl chloride), C(C=C)N1[C@@]2([C@@H](CC[C@H]1[C@@H](C2)C(=O)OC(C)(C)C)OCC2=CC(=CC(=C2)C(F)(F)F)C(F)(F)F)C2=CC=CC=C2 ((1R*,2R*,5S*,6R*)-8-Allyl-2-{[3,5-bis(trifluoromethyl)phenyl]methoxy}-6-(tert-butoxycarbonyl)-1-phenyl-8-azabicyclo[3.2.1]octane). The solvent is CO (methanol). Yields the product C(C=C)N1[C@@]2([C@@H](CC[C@H]1[C@@H](C2)C(=O)OC)OCC2=CC(=CC(=C2)C(F)(F)F)C(F)(F)F)C2=CC=CC=C2 ((1R*,2R*,5S*,6R*)-8-Allyl-2-{[3,5-bis(trifluoromethyl)phenyl]methoxy}-6-(methoxycarbonyl)-1-phenyl-8-azabicyclo[3.2.1]octane). As a reaction SMILES: C(Cl)(=O)C.[CH2:5]([N:8]1[C@@H:13]2[C@H:14]([C:16]([O:18][C:19](C)(C)C)=[O:17])[CH2:15][C@@:9]1([C:39]1[CH:44]=[CH:43][CH:42]=[CH:41][CH:40]=1)[C@H:10]([O:23][CH2:24][C:25]1[CH:30]=[C:29]([C:31]([F:34])([F:33])[F:32])[CH:28]=[C:27]([C:35]([F:38])([F:37])[F:36])[CH:26]=1)[CH2:11][CH2:12]2)[CH:6]=[CH2:7]>CO>[CH2:5]([N:8]1[C@@H:13]2[C@H:14]([C:16]([O:18][CH3:19])=[O:17])[CH2:15][C@@:9]1([C:39]1[CH:44]=[CH:43][CH:42]=[CH:41][CH:40]=1)[C@H:10]([O:23][CH2:24][C:25]1[CH:30]=[C:29]([C:31]([F:34])([F:33])[F:32])[CH:28]=[C:27]([C:35]([F:36])([F:37])[F:38])[CH:26]=1)[CH2:11][CH2:12]2)[CH:6]=[CH2:7]. Procedure details: Acetyl chloride (5 ml) was cautiously added to methanol (25 ml) and (1R*,2R*,5S*,6R*)-8-allyl-2-{[3,5-bis(trifluoromethyl)phenyl]methoxy}-6-(tert-butoxycarbonyl)-1-phenyl-8-azabicyclo[3.2.1]octane (Example 94; 1.23 g, 2.16 mmol) dissolved in the resulting solution. After standing for 4 weeks, the solvent was removed under reduced pressure and the residue partitioned between ethyl acetate (25 ml) and saturated aqueous sodium carbonate (2×15 ml), the organic layers dried (MgSO4) and evaporated to ... Starting materials: ClC(C(=O)C1=CC=C2CN(C3=C(CN21)C=CC=C3)C(=O)C3=CC(=C(C=C3)C3=C(C=CC=C3)C)C)(Cl)Cl (2,2,2-Trichloro-1-{10-[(2,2′-dimethyl-1,1′-biphenyl-4-yl)carbonyl]-10,11-dihydro-5H-pyrrolo[2,1-c][1,4]benzodiazepin-3-yl}ethanone), C1(=CC=CC=C1)CCCN (3-phenyl-1-propylamine). Yields the product CC1=C(C=CC(=C1)C(=O)N1CC=2N(CC3=C1C=CC=C3)C(=CC2)C(=O)NCCCC2=CC=CC=C2)C2=C(C=CC=C2)C (10-[(2,2′-DIMETHYL-1,1′-BIPHENYL-4-YL)CARBONYL]-N-(3-PHENYLPROPYL)-10,11-DIHYDRO-5H-PYRROLO[2,1-C][1,4]BENZODIAZEPINE-3-CARBOXAMIDE). As a reaction SMILES: ClC(Cl)(Cl)[C:3]([C:5]1[N:14]2[C:8]([CH2:9][N:10]([C:19]([C:21]3[CH:26]=[CH:25][C:24]([C:27]4[CH:32]=[CH:31][CH:30]=[CH:29][C:28]=4[CH3:33])=[C:23]([CH3:34])[CH:22]=3)=[O:20])[C:11]3[CH:18]=[CH:17][CH:16]=[CH:15][C:12]=3[CH2:13]2)=[CH:7][CH:6]=1)=[O:4].[C:37]1([CH2:43][CH2:44][CH2:45][NH2:46])[CH:42]=[CH:41][CH:40]=[CH:39][CH:38]=1>>[CH3:34][C:23]1[CH:22]=[C:21]([C:19]([N:10]2[C:11]3[CH:18]=[CH:17][CH:16]=[CH:15][C:12]=3[CH2:13][N:14]3[C:5]([C:3]([NH:46][CH2:45][CH2:44][CH2:43][C:37]4[CH:42]=[CH:41][CH:40]=[CH:39][CH:38]=4)=[O:4])=[CH:6][CH:7]=[C:8]3[CH2:9]2)=[O:20])[CH:26]=[CH:25][C:24]=1[C:27]1[CH:32]=[CH:31][CH:30]=[CH:29][C:28]=1[CH3:33]. Procedure: The title compound was synthesized in the manner of Example 13 from 2,2,2-trichloro-1-{10-[(2,2′-dimethyl-1,1′-biphenyl-4-yl)carbonyl]-10,11-dihydro-5H-pyrrolo[2,1-c][1,4]benzodiazepin-3-yl}ethanone of Example 6 and 3-phenyl-1-propylamine, m.p. 183-184° C. MS [(+)ESI, m/z]: 554 [M+H]+ Anal. Calcd for C37H35N3O2: C, 80.26; H, 6.37; N, 7.59. Found: C, 80.18; H, 6.37; N, 7.51. Reactants: S(O)(O)(=O)=O (sulfuric acid), O (water), CN(S(=O)(=O)C1=C(C=CC=2N=C(OC21)C(C)(C)C)Cl)C (2-tert-butyl-6-chlorobenzooxazole-7-sulfonic acid dimethylamide). Solvent: O1CCOCC1 (1,4-dioxane). Product: NC=1C(=C(C(=CC1)Cl)S(=O)(=O)N(C)C)O (3-amino-6-chloro-2-hydroxy-N,N-dimethylbenzenesulfonamide). Yield: 96.1%. RXN SMILES: S(=O)(=O)(O)O.O.[CH3:7][N:8]([CH3:26])[S:9]([C:12]1[C:20]2[O:19]C(C(C)(C)C)=[N:17][C:16]=2[CH:15]=[CH:14][C:13]=1[Cl:25])(=[O:11])=[O:10]>O1CCOCC1>[NH2:17][C:16]1[C:20]([OH:19])=[C:12]([S:9]([N:8]([CH3:7])[CH3:26])(=[O:10])=[O:11])[C:13]([Cl:25])=[CH:14][CH:15]=1. Procedure: 11 ml (205 mmol; 1.20 V) of sulfuric acid and 11 ml of water were added dropwise to a solution of 9.12 g (28.8 mmol; 1.0 eq) of 2-tert-butyl-6-chlorobenzooxazole-7-sulfonic acid dimethylamide in 41 ml of 1,4-dioxane. The reaction medium was refluxed for six and a half hours. The reaction medium was concentrated and 440 ml of 1 N sodium hydroxide were added (pH at 8). The solution was extracted with ethyl acetate. The organic phases were combined, dried over magnesium sulfate, filtered and evapor...